Dataset: the Open Reaction Database (ORD), a public repository of structured organic reaction records. Task: describe an organic reaction: reactants, conditions, products, and yield Reactants: O=C1N(C2=CC=CN=C2C=C1)CC=O ((2-oxo-1,5-naphthyridin-1(2H)-yl)acetaldehyde), O1CCOC2=C1C=CC(=C2)CN(C(OC(C)(C)C)=O)C2CCNCC2 (tert-butyl (2,3-dihydro-1,4-benzodioxin-6-ylmethyl)(piperidin-4-yl)carbamate), C(C)(=O)O (acetic acid), C(C)(=O)O[BH-](OC(C)=O)OC(C)=O.[Na+] (sodium triacetoxyborohydride). Run in ClCCl (dichloromethane), O (water). Conditions: time 30 minute. Yields the product O1CCOC2=C1C=CC(=C2)CN(C(OC(C)(C)C)=O)C2CCN(CC2)CCN2C(C=CC1=NC=CC=C21)=O (tert-butyl (2,3-dihydro-1,4-benzodioxin-6-ylmethyl)(1-(2-(2-oxo-1,5-naphthyridin-1(2H)-yl)ethyl)piperidin-4-yl)carbamate). Isolated yield 40.8%. Reaction SMILES: [O:1]=[C:2]1[CH:11]=[CH:10][C:9]2[C:4](=[CH:5][CH:6]=[CH:7][N:8]=2)[N:3]1[CH2:12][CH:13]=O.[O:15]1[C:20]2[CH:21]=[CH:22][C:23]([CH2:25][N:26]([CH:34]3[CH2:39][CH2:38][NH:37][CH2:36][CH2:35]3)[C:27](=[O:33])[O:28][C:29]([CH3:32])([CH3:31])[CH3:30])=[CH:24][C:19]=2[O:18][CH2:17][CH2:16]1.C(O)(=O)C.C(O[BH-](OC(=O)C)OC(=O)C)(=O)C.[Na+]>ClCCl.O>[O:15]1[C:20]2[CH:21]=[CH:22][C:23]([CH2:25][N:26]([CH:34]3[CH2:39][CH2:38][N:37]([CH2:13][CH2:12][N:3]4[C:4]5[C:9](=[N:8][CH:7]=[CH:6][CH:5]=5)[CH:10]=[CH:11][C:2]4=[O:1])[CH2:36][CH2:35]3)[C:27](=[O:33])[O:28][C:29]([CH3:32])([CH3:30])[CH3:31])=[CH:24][C:19]=2[O:18][CH2:17][CH2:16]1 |f:3.4|. Procedure details: To a solution of 0.62 g of (2-oxo-1,5-naphthyridin-1(2H)-yl)acetaldehyde in 20 mL of dichloromethane, 1.5 g of tert-butyl (2,3-dihydro-1,4-benzodioxin-6-ylmethyl)(piperidin-4-yl)carbamate and 0.19 mL of acetic acid were added, and the mixture was stirred at room temperature for 30 minutes, and then 1.0 g of sodium triacetoxyborohydride was added to the reaction mixture, and the mixture was stirred at room temperature for 4 days. Thereto were added water, a saturated aqueous sodium hydrogen carbo...